The task is: describe an organic reaction: reactants, conditions, products, and yield. This data is from the Open Reaction Database (ORD), a public repository of structured organic reaction records. Starting materials: C(C)(=O)N1C(C(C2=CC=C(C=C12)C(=O)OC)=C(C1=CC=CC=C1)OCC)=O (1-acetyl-3-(1-ethoxy-1-phenylmethylene)-6-methoxycarbonyl-2-indolinone), CNC(=O)CN(C)CC1=CC=C(N)C=C1 (4-((N-(methylcarbamoyl-methyl)-N-methyl-amino)-methyl)-aniline). Product: CNC(=O)CN(C)CC1=CC=C(N\C(\C2=CC=CC=C2)=C\2/C(NC3=CC(=CC=C23)C(=O)OC)=O)C=C1 (3-Z-[1-(4-((N-(methylcarbamoyl-methyl)-N-methyl-amino)-methyl)-anilino)-1-phenyl-methylene]-6-methoxycarbonyl-2-indolinone). RXN SMILES: C([N:4]1[C:12]2[C:7](=[CH:8][CH:9]=[C:10]([C:13]([O:15][CH3:16])=[O:14])[CH:11]=2)[C:6](=[C:17](OCC)[C:18]2[CH:23]=[CH:22][CH:21]=[CH:20][CH:19]=2)[C:5]1=[O:27])(=O)C.[CH3:28][NH:29][C:30]([CH2:32][N:33]([CH2:35][C:36]1[CH:42]=[CH:41][C:39]([NH2:40])=[CH:38][CH:37]=1)[CH3:34])=[O:31]>>[CH3:28][NH:29][C:30]([CH2:32][N:33]([CH2:35][C:36]1[CH:37]=[CH:38][C:39]([NH:40]/[C:17](=[C:6]2\[C:5](=[O:27])[NH:4][C:12]3[C:7]\2=[CH:8][CH:9]=[C:10]([C:13]([O:15][CH3:16])=[O:14])[CH:11]=3)/[C:18]2[CH:19]=[CH:20][CH:21]=[CH:22][CH:23]=2)=[CH:41][CH:42]=1)[CH3:34])=[O:31]. Procedure: Prepared from 1-acetyl-3-(1-ethoxy-1-phenylmethylene)-6-methoxycarbonyl-2-indolinone and 4-((N-(methylcarbamoyl-methyl)-N-methyl-amino)-methyl)-aniline Rf value: 0.5 (silica gel, methylene chloride/methanol=9:1) C28H28N4O4 The reactants are C(N)(=N)C1=CC=C(C=C1)N1C(OC(C1)C(=O)N[C@@H](C(=O)OC(C)(C)C)CC1=CC=CC=C1)=O (tert-butyl (2R)-2-[3-(4-amidinophenyl)-2-oxo-5-oxazolidinylcarbonylamino)-3phenylpropionate), FC(C(=O)O)(F)F (trifluoroacetic acid). Yields the product C(N)(=N)C1=CC=C(C=C1)N1C(OC(C1)C(=O)N[C@@H](C(=O)O)CC1=CC=CC=C1)=O ((2R)-2-[3-(4-amidinophenyl)-2-oxo-5-oxazolidinylcarbonylamino]-3-phenylpropionic acid), FC(C(=O)[O-])(F)F (trifluoroacetate). As a reaction SMILES: [C:1]([C:4]1[CH:9]=[CH:8][C:7]([N:10]2[CH2:14][CH:13]([C:15]([NH:17][C@H:18]([CH2:26][C:27]3[CH:32]=[CH:31][CH:30]=[CH:29][CH:28]=3)[C:19]([O:21]C(C)(C)C)=[O:20])=[O:16])[O:12][C:11]2=[O:33])=[CH:6][CH:5]=1)(=[NH:3])[NH2:2].[F:34][C:35]([F:40])([F:39])[C:36]([OH:38])=[O:37]>>[C:1]([C:4]1[CH:5]=[CH:6][C:7]([N:10]2[CH2:14][CH:13]([C:15]([NH:17][C@H:18]([CH2:26][C:27]3[CH:32]=[CH:31][CH:30]=[CH:29][CH:28]=3)[C:19]([OH:21])=[O:20])=[O:16])[O:12][C:11]2=[O:33])=[CH:8][CH:9]=1)(=[NH:2])[NH2:3].[F:34][C:35]([F:40])([F:39])[C:36]([O-:38])=[O:37]. Procedure: 0.25 g of tert-butyl (2R)-2-[3-(4-amidinophenyl)-2-oxo-5-oxazolidinylcarbonylamino)-3phenylpropionate [obtainable according to Example 12]is stirred in 10 ml of trifluoroacetic acid at room temperature until hydrolysis is complete. The reaction mixture is subsequently concentrated and the residue is washed repeatedly with toluene. Treatment with ethyl acetate gives (2R)-2-[3-(4-amidinophenyl)-2-oxo-5-oxazolidinylcarbonylamino]-3-phenylpropionic acid, trifluoroacetate, FAB (M+1): 397. The reactants are COC(C)N1C=C(C2=CC=CC=C12)C=1C(NC(C1C1=CN(C2=CC(=CC=C12)[N+](=O)[O-])C)=O)=O (3-[1-(1-methoxy-ethyl)-1H-indol-3-yl]-4-(1-methyl-6nitro-1H-indol-3-yl)-pyrrole-2,5-dione), Cl (HCl), CCOC(=O)C (EtOAc). Run in C1CCOC1 (THF), [Cl-].[Na+].O (brine). Run at time 3 hour. Product: OC(C)N1C=C(C2=CC=CC=C12)C=1C(NC(C1C1=CN(C2=CC(=CC=C12)[N+](=O)[O-])C)=O)=O (3-[1-(1-hydroxy-ethyl)-1H-indol-3-yl]-4-(1-methyl-6-nitro-1H-indol-3-yl)-pyrrole-2,5-dione). Yield: 30.3%. As a reaction SMILES: C[O:2][CH:3]([N:5]1[C:13]2[C:8](=[CH:9][CH:10]=[CH:11][CH:12]=2)[C:7]([C:14]2[C:15](=[O:33])[NH:16][C:17](=[O:32])[C:18]=2[C:19]2[C:27]3[C:22](=[CH:23][C:24]([N+:28]([O-:30])=[O:29])=[CH:25][CH:26]=3)[N:21]([CH3:31])[CH:20]=2)=[CH:6]1)[CH3:4].Cl.CCOC(C)=O>C1COCC1.[Cl-].[Na+].O>[OH:2][CH:3]([N:5]1[C:13]2[C:8](=[CH:9][CH:10]=[CH:11][CH:12]=2)[C:7]([C:14]2[C:15](=[O:33])[NH:16][C:17](=[O:32])[C:18]=2[C:19]2[C:27]3[C:22](=[CH:23][C:24]([N+:28]([O-:30])=[O:29])=[CH:25][CH:26]=3)[N:21]([CH3:31])[CH:20]=2)=[CH:6]1)[CH3:4] |f:4.5.6|. Reported procedure: To a solution of 3-[l -(1-methoxy-ethyl)-1H-indol-3-yl]-4-(1-methyl-6-nitro-1H-indol-3-yl)-pyrrole-2,5-dione (3.75 gm) (from step c) above) in 100 mL of THF was added 2 N HCl (75 mL). The solution was stirred at room temperature for 3 hours, and poured into EtOAc and brine. The layers were separated, and the aqueous layer was extracted with EtOAc. The combined EtOAc layers were dried over magnesium sulfate, and evaporated. The residue was purified by flash chromatography using EtOAc/hexanes to g... Starting materials: CCOC(C)=O, CC(=CC(C)O)c1ccc(-c2ccccc2)c(Cl)c1. Yields the product CC(O)CC(C)c1ccc(-c2ccccc2)c(Cl)c1. Reaction SMILES: [CH3:20][CH2:21][O:22][C:23](=[O:24])[CH3:25].[Cl:1][c:2]1[c:3](-[c:14]2[cH:15][cH:16][cH:17][cH:18][cH:19]2)[cH:4][cH:5][c:6]([C:8](=[CH:9][CH:10]([CH3:11])[OH:12])[CH3:13])[cH:7]1>>[Cl:1][c:2]1[c:3](-[c:14]2[cH:15][cH:16][cH:17][cH:18][cH:19]2)[cH:4][cH:5][c:6]([CH:8]([CH2:9][CH:10]([CH3:11])[OH:12])[CH3:13])[cH:7]1. Reactants: IC1=NC=C(C=C1)O (2-iodo-5-hydroxypyridine), C([O-])([O-])=O.[Cs+].[Cs+] (cesium carbonate), BrCCCCCCCC (bromooctane), O (water). Solvent: CN(C=O)C (dimethylformamide). Run at time 100 hour. Yields the product IC1=NC=C(C=C1)OCCCCCCCC (2-Iodo-5-octyloxypyridine). Reaction SMILES: [I:1][C:2]1[CH:7]=[CH:6][C:5]([OH:8])=[CH:4][N:3]=1.C(=O)([O-])[O-].[Cs+].[Cs+].Br[CH2:16][CH2:17][CH2:18][CH2:19][CH2:20][CH2:21][CH2:22][CH3:23].O>CN(C)C=O>[I:1][C:2]1[CH:7]=[CH:6][C:5]([O:8][CH2:16][CH2:17][CH2:18][CH2:19][CH2:20][CH2:21][CH2:22][CH3:23])=[CH:4][N:3]=1 |f:1.2.3|. Reported procedure: To a solution of one gram of 2-iodo-5-hydroxypyridine (prepared as by Edgar, K. J. & Falling, S. N.; (1990) J. Org. Chem., 55: 5287) in dimethylformamide (14 ml) was added cesium carbonate (1.55 g) and bromooctane (1.56 ml). The reaction was allowed to stir for 100 hrs, at which time it was poured into water and extracted with 1:1 hexane:ethyl acetate. The combined organics were washed with brine and dried over sodium sulfate and potassium carbonate. The solvent was removed in vacuo to give a ye... The reactants are CNC1=C(C(C1=O)=O)OC (1-(methylamino)-2-methoxycyclobut-1-ene-3,4-dione), N1(CCCCC1)CC1=CC(=NC=C1)OCCCN (3-[4-(piperidinomethyl)pyrid-2-yloxy]prop-1-ylamine). The product is N1(CCCCC1)CC1=CC(=NC=C1)OCCCNC1=C(C(C1=O)=O)NC (1-[3-[4-(Piperidinomethyl)pyrid-2-yloxy]prop-1-ylamino]-2-(methylamino)cyclobut-1-ene-3,4-dione). Reaction SMILES: [CH3:1][NH:2][C:3]1[C:6](=O)[C:5](=[O:8])[C:4]=1[O:9]C.[N:11]1([CH2:17][C:18]2[CH:23]=[CH:22][N:21]=[C:20]([O:24][CH2:25][CH2:26][CH2:27][NH2:28])[CH:19]=2)[CH2:16][CH2:15][CH2:14][CH2:13][CH2:12]1>>[N:11]1([CH2:17][C:18]2[CH:23]=[CH:22][N:21]=[C:20]([O:24][CH2:25][CH2:26][CH2:27][NH:28][C:6]3[C:5](=[O:8])[C:4](=[O:9])[C:3]=3[NH:2][CH3:1])[CH:19]=2)[CH2:16][CH2:15][CH2:14][CH2:13][CH2:12]1. Reported procedure: By the methods of Example 1, 1-(methylamino)-2-methoxycyclobut-1-ene-3,4-dione and 3-[4-(piperidinomethyl)pyrid-2-yloxy]prop-1-ylamine are reacted to form the title product. Starting materials: O=C([O-])[O-], CCc1sc2cc(O)ccc2c1C(=O)NC, O=C(c1cc2nccc(Cl)c2s1)N1CCC(O)C1, [Cs+], [Cs+]. As a reaction SMILES: [C:35](=[O:36])([O-:37])[O-:38].[CH3:19][NH:20][C:21](=[O:22])[c:23]1[c:24]2[c:25]([s:26][c:27]1[CH2:28][CH3:29])[cH:30][c:31]([OH:34])[cH:32][cH:33]2.[Cl:1][c:2]1[c:3]2[c:4]([n:5][cH:6][cH:7]1)[cH:8][c:9]([C:11](=[O:12])[N:13]1[CH2:14][CH:15]([OH:18])[CH2:16][CH2:17]1)[s:10]2.[Cs+:39].[Cs+:40]>>[c:2]1([O:34][c:31]2[cH:30][c:25]3[c:24]([c:23]([C:21]([NH:20][CH3:19])=[O:22])[c:27]([CH2:28][CH3:29])[s:26]3)[cH:33][cH:32]2)[c:3]2[c:4]([n:5][cH:6][cH:7]1)[cH:8][c:9]([C:11](=[O:12])[N:13]1[CH2:14][CH:15]([OH:18])[CH2:16][CH2:17]1)[s:10]2. Yields the product CCc1sc2cc(Oc3ccnc4cc(C(=O)N5CCC(O)C5)sc34)ccc2c1C(=O)NC. Starting materials: C(C1=CC=CC=C1)OC1=C(C=CC=C1)[C@H]1[C@@H](CCCC1)O (trans-2-(2'-benzyloxyphenyl)cyclohexanol), C([O-])(O)=O.[Na+] (sodium bicarbonate), ClCC(=O)Cl (chloroacetyl chloride), C(C)(=O)OCC (ethyl acetate). Reagents/catalysts: CN(C1=CC=NC=C1)C (4-dimethylaminopyridine). The solvent is C(Cl)Cl (methylenechloride), CCCCCC (hexane). Conditions: time 4 hour. Product: ClCC(=O)O[C@H]1[C@@H](CCCC1)C1=C(C=CC=C1)OCC1=CC=CC=C1 (trans-2-(2'-benzyloxyphenyl)cyclohexyl chloroacetate). Isolated yield 109.0%. Reaction SMILES: [CH2:1]([O:8][C:9]1[CH:14]=[CH:13][CH:12]=[CH:11][C:10]=1[C@@H:15]1[CH2:20][CH2:19][CH2:18][CH2:17][C@H:16]1[OH:21])[C:2]1[CH:7]=[CH:6][CH:5]=[CH:4][CH:3]=1.[Cl:22][CH2:23][C:24](Cl)=[O:25].C(OCC)(=O)C.C(=O)(O)[O-].[Na+]>C(Cl)Cl.CN(C)C1C=CN=CC=1.CCCCCC>[Cl:22][CH2:23][C:24]([O:21][C@@H:16]1[CH2:17][CH2:18][CH2:19][CH2:20][C@H:15]1[C:10]1[CH:11]=[CH:12][CH:13]=[CH:14][C:9]=1[O:8][CH2:1][C:2]1[CH:3]=[CH:4][CH:5]=[CH:6][CH:7]=1)=[O:25] |f:3.4|. Reported procedure: In a 1 L round bottom flask equipped with a magnetic stirrer, thermometer and condenser is placed 65 g (0.23 mol) of trans-2-(2'-benzyloxyphenyl)cyclohexanol. This is dissolved in 200 ml of methylenechloride, and then 28.5 g (0.25 mol) of chloroacetyl chloride is added followed by 0.14 g (0.001 mol) of 4-dimethylaminopyridine. The mixture is heated to reflux and monitored by TLC (silica gel: 20% ethyl acetate, hexane). After 4 hours TLC shows the reaction to be complete, it is cooled to room tem...